The task is: describe an organic reaction: reactants, conditions, products, and yield. This data is from the Open Reaction Database (ORD), a public repository of structured organic reaction records. Starting materials: CC#N, O=C(O)c1cn(C2CC2)c2c(F)c(F)c(F)cc2c1=O, C1CC2CNC1CN2, Cl, Cl, C1CCC2=NCCCN2CC1. Yields the product O=C(O)c1cn(C2CC2)c2c(F)c(N3CC4CCC3CN4)c(F)cc2c1=O. Reaction SMILES: [CH3:42][C:43]#[N:44].[CH:1]1([n:4]2[cH:5][c:6]([C:18](=[O:19])[OH:20])[c:7](=[O:17])[c:8]3[cH:9][c:10]([F:16])[c:11]([F:15])[c:12]([F:14])[c:13]23)[CH2:2][CH2:3]1.[CH:23]12[NH:24][CH2:25][CH:26]([NH:27][CH2:28]1)[CH2:29][CH2:30]2.[ClH:21].[ClH:22].[N:31]12[CH2:32][CH2:33][CH2:34][N:35]=[C:36]1[CH2:37][CH2:38][CH2:39][CH2:40][CH2:41]2>>[CH:1]1([n:4]2[cH:5][c:6]([C:18](=[O:19])[OH:20])[c:7](=[O:17])[c:8]3[cH:9][c:10]([F:16])[c:11]([N:24]4[CH:23]5[CH2:28][NH:27][CH:26]([CH2:25]4)[CH2:29][CH2:30]5)[c:12]([F:14])[c:13]23)[CH2:2][CH2:3]1. Reactants: N(C1=CC=CC=C1)C=1C=C(C(C(=O)O)=CC1NC1=CC=CC=C1)C(=O)O (4,5-bis(anilino)phthalic acid), m1, C(C)(=O)OC(C)=O (acetic anhydride). The solvent is C1(=CC=CC=C1)C (toluene). Product: N(C1=CC=CC=C1)C=1C=C2C(C(=O)OC2=O)=CC1NC1=CC=CC=C1 (4,5-Bis(anilino)phthalic anhydride). As a reaction SMILES: [NH:1]([C:8]1[CH:9]=[C:10]([C:24]([OH:26])=[O:25])[C:11](=[CH:15][C:16]=1[NH:17][C:18]1[CH:23]=[CH:22][CH:21]=[CH:20][CH:19]=1)[C:12]([OH:14])=O)[C:2]1[CH:7]=[CH:6][CH:5]=[CH:4][CH:3]=1.C(OC(=O)C)(=O)C>C1(C)C=CC=CC=1>[NH:17]([C:16]1[CH:15]=[C:11]2[C:12](=[O:14])[O:26][C:24](=[O:25])[C:10]2=[CH:9][C:8]=1[NH:1][C:2]1[CH:7]=[CH:6][CH:5]=[CH:4][CH:3]=1)[C:18]1[CH:23]=[CH:22][CH:21]=[CH:20][CH:19]=1. Procedure: A steady stream of argon is passed through a suspension of 23.4 g (67.18 mmol) of 4,5-bis(anilino)phthalic acid in 250 ml of toluene, and 19.0 m1(201.5 mmol, 3 eq) of acetic anhydride is added. The reaction mixture is heated to 60°-65° for 90 minutes with vigorous stirring. The reaction mixture is cooled to 10° for 30 minutes, and the yellow to orange crystals are filtered off and washed with toluene/hexane to yield the title compound in the form of yellow crystals, FAB-MS: 331 [M+ +H]. Starting materials: CC(=O)OC(C)=O, CCC1(CC)C(=O)N(C(C)C)c2ccc(N)cc21, O. The product is CCC1(CC)C(=O)N(C(C)C)c2ccc(NC(C)=O)cc21. Reaction SMILES: [CH3:20][C:21](=[O:22])[O:23][C:24](=[O:25])[CH3:26].[NH2:1][c:2]1[cH:3][c:4]2[c:8]([cH:9][cH:10]1)[N:7]([CH:11]([CH3:12])[CH3:13])[C:6](=[O:14])[C:5]2([CH2:15][CH3:16])[CH2:17][CH3:18].[OH2:19]>>[NH:1]([c:2]1[cH:3][c:4]2[c:8]([cH:9][cH:10]1)[N:7]([CH:11]([CH3:12])[CH3:13])[C:6](=[O:14])[C:5]2([CH2:15][CH3:16])[CH2:17][CH3:18])[C:21]([CH3:20])=[O:22]. The reactants are C1(CC1)C=O (cyclopropanecarboxaldehyde), [I-].C1(=CC=CC=C1)CC(=O)NC1[C@@H]2N(C(=C(CS2)C[P+](C2=CC=CC=C2)(C2=CC=CC=C2)C2=CC=CC=C2)C(=O)OC(C2=CC=CC=C2)C2=CC=CC=C2)C1=O (benzhydryl 7-phenylacetamido-3-(triphenylphosphonio)methyl-3-cephem-4-carboxylate iodide), [OH-].[Na+] (NaOH), C1(CC1)C=O (cyclopropanecarboxaldehyde), O (water). Run in C(Cl)Cl (methylene chloride), C(Cl)Cl (methylene chloride), C(Cl)Cl (methylene chloride). Reaction conditions: temperature 0 celsius, time 8 hour. Yields the product C1(=CC=CC=C1)CC(=O)NC1[C@@H]2N(C(=C(CS2)\C=C/C2CC2)C(=O)OC(C2=CC=CC=C2)C2=CC=CC=C2)C1=O (Benzhydryl 7-phenylacetamido-3-[(Z)-2-cyclopropyl-vinyl]-3-cephem-4-carboxylate). As a reaction SMILES: [I-].[C:2]1([CH2:8][C:9]([NH:11][CH:12]2[C:55](=[O:56])[N:14]3[C:15]([C:39]([O:41][CH:42]([C:49]4[CH:54]=[CH:53][CH:52]=[CH:51][CH:50]=4)[C:43]4[CH:48]=[CH:47][CH:46]=[CH:45][CH:44]=4)=[O:40])=[C:16]([CH2:19][P+](C4C=CC=CC=4)(C4C=CC=CC=4)C4C=CC=CC=4)[CH2:17][S:18][C@H:13]23)=[O:10])[CH:7]=[CH:6][CH:5]=[CH:4][CH:3]=1.[CH:57]1([CH:60]=O)[CH2:59][CH2:58]1.O.[OH-].[Na+]>C(Cl)Cl>[C:2]1([CH2:8][C:9]([NH:11][CH:12]2[C:55](=[O:56])[N:14]3[C:15]([C:39]([O:41][CH:42]([C:43]4[CH:44]=[CH:45][CH:46]=[CH:47][CH:48]=4)[C:49]4[CH:50]=[CH:51][CH:52]=[CH:53][CH:54]=4)=[O:40])=[C:16](/[CH:19]=[CH:60]\[CH:57]4[CH2:58][CH2:59]4)[CH2:17][S:18][C@H:13]23)=[O:10])[CH:7]=[CH:6][CH:5]=[CH:4][CH:3]=1 |f:0.1,4.5|. Procedure details: 15.9 g (17.9 mmol ) of benzhydryl 7-phenylacetamido-3-(triphenylphosphonio)methyl-3-cephem-4-carboxylate iodide (Example 7) are taken in 100 ml of methylene chloride and 17.56 g (250.6 mmol) of cyclopropanecarboxaldehyde in a 250 ml three-necked flask. The mixture is cooled to 0° C. and 100 ml of water are added. 16.3 ml of 1N NaOH are then added dropwise in the course of 4 hours, the pH being kept constant at 8.6. The reaction solution is diluted with methylene chloride and the organic phase is... Procedure: Following the procedure outlined for Example 627, (2-(4-bromo-2-fluorophenyl)acetic acid) (10.8 g, 30.7 mmol) reacted with (S)-(+)-4-benzyl-2-oxazolidinone (5.44 g, 30.7 mmol) to obtain the desired product (4.5 g, 36%) as white solid. ESI MS nm/393 [C18H15BrFNO3+H]+ Product: C(C1=CC=CC=C1)[C@H]1N(C(OC1)=O)C(CC1=C(C=C(C=C1)Br)F)=O ((R)-4-benzyl-3-(2-(4-bromo-2-fluorophenyl)acetyl)oxazolidin-2-one). Yield: 36.0%. As a reaction SMILES: [Br:1][C:2]1[CH:7]=[CH:6][C:5]([CH2:8][C:9]([OH:11])=O)=[C:4]([F:12])[CH:3]=1.[CH2:13]([C@H:20]1[CH2:24][O:23][C:22](=[O:25])[NH:21]1)[C:14]1[CH:19]=[CH:18][CH:17]=[CH:16][CH:15]=1>>[CH2:13]([C@@H:20]1[CH2:24][O:23][C:22](=[O:25])[N:21]1[C:9](=[O:11])[CH2:8][C:5]1[CH:6]=[CH:7][C:2]([Br:1])=[CH:3][C:4]=1[F:12])[C:14]1[CH:15]=[CH:16][CH:17]=[CH:18][CH:19]=1. Reactants: BrC1=CC(=C(C=C1)CC(=O)O)F (2-(4-bromo-2-fluorophenyl)acetic acid), C(C1=CC=CC=C1)[C@@H]1NC(OC1)=O ((S)-(+)-4-benzyl-2-oxazolidinone).